Dataset: the Open Reaction Database (ORD), a public repository of structured organic reaction records. Task: describe an organic reaction: reactants, conditions, products, and yield As a reaction SMILES: [BH3:1].[F:3][c:4]1[c:5]([C:6](=[O:7])[OH:8])[c:9]([F:14])[c:10]([F:13])[cH:11][cH:12]1.[Na:2].[O:16]1[CH2:17][CH2:18][CH2:19][CH2:20]1.[OH2:15]>>[F:3][c:4]1[c:5]([CH2:6][OH:7])[c:9]([F:14])[c:10]([F:13])[cH:11][cH:12]1. Reactants: B, O=C(O)c1c(F)ccc(F)c1F, [Na], C1CCOC1, O. Yields the product OCc1c(F)ccc(F)c1F. Reactants: ClC1CC2=C(SC3=C1C=C(C=C3)F)C=C(C=C2)C (10-chloro-10,11-dihydro-3-methyl-8-fluoro-dibenzo[b,f]thiepin), C(C#C)N1CCNCC1 (N-(2-propynyl)-piperazine). Yields the product CC=1C=CC2=C(SC3=C(C(C2)N2CCN(CC2)CC#C)C=C(C=C3)F)C1 (1-[10,11-dihydro-3-methyl-8-fluoro-dibenzo[b,f]thiepin-10-yl]-4-(2-propynyl)-piperazine). As a reaction SMILES: Cl[CH:2]1[C:8]2[CH:9]=[C:10]([F:13])[CH:11]=[CH:12][C:7]=2[S:6][C:5]2[CH:14]=[C:15]([CH3:18])[CH:16]=[CH:17][C:4]=2[CH2:3]1.[CH2:19]([N:22]1[CH2:27][CH2:26][NH:25][CH2:24][CH2:23]1)[C:20]#[CH:21]>>[CH3:18][C:15]1[CH:16]=[CH:17][C:4]2[CH2:3][CH:2]([N:25]3[CH2:26][CH2:27][N:22]([CH2:19][C:20]#[CH:21])[CH2:23][CH2:24]3)[C:8]3[CH:9]=[C:10]([F:13])[CH:11]=[CH:12][C:7]=3[S:6][C:5]=2[CH:14]=1. Reported procedure: In a manner analogous to that described in Example 1, from 10-chloro-10,11-dihydro-3-methyl-8-fluoro-dibenzo[b,f]thiepin and N-(2-propynyl)-piperazine there is obtained 1-[10,11-dihydro-3-methyl-8-fluoro-dibenzo[b,f]thiepin-10-yl]-4-(2-propynyl)-piperazine, the dimethanesulfonate of which melts at 168°-174° C.